Dataset: the Open Reaction Database (ORD), a public repository of structured organic reaction records. Task: describe an organic reaction: reactants, conditions, products, and yield The product is Oc1cc(N2CCCCC2)c2ccccc2c1. The reactants are Oc1cc(N2CCCCC2)c2ccccc2c1Cl, [Na+], [OH-]. Reaction SMILES: [Cl:1][c:2]1[c:3]([OH:18])[cH:4][c:5]([N:12]2[CH2:13][CH2:14][CH2:15][CH2:16][CH2:17]2)[c:6]2[cH:7][cH:8][cH:9][cH:10][c:11]12.[Na+:20].[OH-:19]>>[cH:2]1[c:3]([OH:18])[cH:4][c:5]([N:12]2[CH2:13][CH2:14][CH2:15][CH2:16][CH2:17]2)[c:6]2[cH:7][cH:8][cH:9][cH:10][c:11]12.